This data is from the Open Reaction Database (ORD), a public repository of structured organic reaction records. The task is: describe an organic reaction: reactants, conditions, products, and yield Starting materials: [N+](=O)([O-])C1=CC=C(C(=O)O[C@@H]2C[C@H](C3=C2N=CN=C3Cl)C)C=C1 ((5R,7R)-4-chloro-5-methyl-6,7-dihydro-5H-cyclopenta[d]pyrimidin-7-yl 4-nitrobenzoate), C(C1=CC=CC=C1)N1CC2(CC1)CNC1=CC=CC(=C12)CNC(OC(C)(C)C)=O (tert-butyl (1′-benzylspiro[indoline-3,3′-pyrrolidine]-4-yl)methylcarbamate), C(=O)([O-])[O-].[Cs+].[Cs+] (Cs2CO3), CC1(C2=C(C(=CC=C2)P(C3=CC=CC=C3)C4=CC=CC=C4)OC5=C(C=CC=C51)P(C6=CC=CC=C6)C7=CC=CC=C7)C (Xantphos). The reagents and catalysts are CC(=O)[O-].CC(=O)[O-].[Pd+2] (Pd(OAc)2). Solvent: C1(=CC=CC=C1)C (toluene). Reaction conditions: temperature 100 celsius. Product: [N+](=O)([O-])C1=CC=C(C(=O)O[C@@H]2C[C@H](C3=C2N=CN=C3N3CC2(CN(CC2)CC2=CC=CC=C2)C2=C(C=CC=C32)CNC(=O)OC(C)(C)C)C)C=C1 ((5R,7R)-4-(1′-benzyl-4-((tert-butoxycarbonylamino)methyl)spiro[indoline-3,3′-pyrrolidine]-1-yl)-5-methyl-6,7-dihydro-5H-cyclopenta[d]pyrimidin-7-yl 4-nitrobenzoate). Yield: 79090.9%. RXN SMILES: [N+:1]([C:4]1[CH:23]=[CH:22][C:7]([C:8]([O:10][C@H:11]2[C:15]3[N:16]=[CH:17][N:18]=[C:19](Cl)[C:14]=3[C@H:13]([CH3:21])[CH2:12]2)=[O:9])=[CH:6][CH:5]=1)([O-:3])=[O:2].[CH2:24]([N:31]1[CH2:35][CH2:34][C:33]2([C:43]3[C:38](=[CH:39][CH:40]=[CH:41][C:42]=3[CH2:44][NH:45][C:46](=[O:52])[O:47][C:48]([CH3:51])([CH3:50])[CH3:49])[NH:37][CH2:36]2)[CH2:32]1)[C:25]1[CH:30]=[CH:29][CH:28]=[CH:27][CH:26]=1.C([O-])([O-])=O.[Cs+].[Cs+].CC1(C)C2C(=C(P(C3C=CC=CC=3)C3C=CC=CC=3)C=CC=2)OC2C(P(C3C=CC=CC=3)C3C=CC=CC=3)=CC=CC1=2>C1(C)C=CC=CC=1.CC([O-])=O.CC([O-])=O.[Pd+2]>[N+:1]([C:4]1[CH:23]=[CH:22][C:7]([C:8]([O:10][C@H:11]2[C:15]3[N:16]=[CH:17][N:18]=[C:19]([N:37]4[C:38]5[C:43](=[C:42]([CH2:44][NH:45][C:46]([O:47][C:48]([CH3:51])([CH3:50])[CH3:49])=[O:52])[CH:41]=[CH:40][CH:39]=5)[C:33]5([CH2:34][CH2:35][N:31]([CH2:24][C:25]6[CH:26]=[CH:27][CH:28]=[CH:29][CH:30]=6)[CH2:32]5)[CH2:36]4)[C:14]=3[C@H:13]([CH3:21])[CH2:12]2)=[O:9])=[CH:6][CH:5]=1)([O-:3])=[O:2] |f:2.3.4,7.8.9|. Reported procedure: A solution of (5R,7R)-4-chloro-5-methyl-6,7-dihydro-5H-cyclopenta[d]pyrimidin-7-yl 4-nitrobenzoate (0.110 g, 0.330 mmol), tert-butyl (1′-benzylspiro[indoline-3,3′-pyrrolidine]-4-yl)methylcarbamate (0.130 g, 0.330 mmol), Cs2CO3 (0.162 g, 0.496 mmol), and Xantphos (28.7 mg, 0.050 mmol) in toluene (2.00 mL) was degassed by bubbling a stream of nitrogen through the solution. Pd(OAc)2 (7.42 mg, 0.0330 mmol) was then added to this solution, and the resulting mixture was heated overnight at 100° C. The... The reactants are CC(CCC(C(C)=O)C(=C)C)C=C (6-methyl-3-(prop-1-en-2-yl)oct-7-en-2-one), C(C)=O (acetaldehyde), B(F)(F)F.CCOCC (boron trifluoride etherate). Procedure: Following the general procedure as described in Example 1, 6-methyl-3-(prop-1-en-2-yl)oct-7-en-2-one (1.80 g, 10 mmol), acetaldehyde (0.53 g, 12 mmol) and boron trifluoride etherate (0.14 g, 1.0 mmol) in 1,2-dichloroethane (10 mL) were reacted to give the title product as a colorless liquid (1.90 g, 85% yield). Mixture of 2 isomers in a ratio 1:5. Solvent: ClCCCl (1,2-dichloroethane). Yields the product C(C)(=O)OC(C)CC(=CCCC(C=C)C)C (4,8-dimethyldeca-4,9-dien-2-yl acetate). The yield is 846.9%. Reaction SMILES: [CH3:1][CH:2]([CH:12]=[CH2:13])[CH2:3][CH2:4][CH:5]([C:9]([CH3:11])=[CH2:10])C(=O)C.C(=[O:16])C.B(F)(F)F.[CH3:21][CH2:22][O:23][CH2:24][CH3:25]>ClCCCl>[C:22]([O:23][CH:24]([CH2:10][C:9]([CH3:11])=[CH:5][CH2:4][CH2:3][CH:2]([CH3:1])[CH:12]=[CH2:13])[CH3:25])(=[O:16])[CH3:21] |f:2.3|. Starting materials: CCOC(=O)c1cc(NC(C)=O)c(=O)[nH]c1C(=O)OCC, CCO, Cl. The product is CCOC(=O)c1cc(N)c(=O)[nH]c1C(=O)OCC. RXN SMILES: [C:2](=[O:3])([CH3:4])[NH:5][c:6]1[cH:7][c:8]([C:18](=[O:19])[O:20][CH2:21][CH3:22])[c:9]([C:13](=[O:14])[O:15][CH2:16][CH3:17])[nH:10][c:11]1=[O:12].[CH3:23][CH2:24][OH:25].[ClH:1]>>[NH2:5][c:6]1[cH:7][c:8]([C:18](=[O:19])[O:20][CH2:21][CH3:22])[c:9]([C:13](=[O:14])[O:15][CH2:16][CH3:17])[nH:10][c:11]1=[O:12]. Starting materials: OC1=CC=C(C=O)C=C1 (4-Hydroxybenzaldehyde), [C-]#N.[Na+] (sodium cyanide), S([O-])(O)=O.[Na+] (sodium bisulfite), cyanobisphenol, cyanobisphenols, [H][H] (hydrogen), [H][H] (hydrogen). The product is OC1=CC=C(C(C#N)O)C=C1 (4-hydroxymandelonitrile). Reaction SMILES: [H][H].[OH:3][C:4]1[CH:11]=[CH:10][C:7]([CH:8]=[O:9])=[CH:6][CH:5]=1.[C-:12]#[N:13].[Na+].S(=O)(O)[O-].[Na+]>>[OH:3][C:4]1[CH:11]=[CH:10][C:7]([CH:8]([OH:9])[C:12]#[N:13])=[CH:6][CH:5]=1 |f:2.3,4.5|. Procedure details: The afore-mentioned process can not advantageously be employed to prepare cyanobisphenols wherein R1 is hydrogen. When R1 and all R2 are hydrogen, the following procedure is effective to prepare the cyanobisphenol. 4-Hydroxybenzaldehyde is reacted with sodium cyanide in the presence of sodium bisulfite to yield 4-hydroxymandelonitrile, a cyanohydrin which has the following formula. ##STR13## The reaction and conditions are described in Landenberg et al., "Synthesis of 3-Hydroxy-2(3)-Benzofuranon... The reactants are [NH4+], C1CN(CC2CO2)CCO1, [OH-]. Product: NCC(O)CN1CCOCC1. As a reaction SMILES: [NH4+:11].[O:1]1[CH2:2][CH2:3][N:4]([CH2:7][CH:8]2[CH2:9][O:10]2)[CH2:5][CH2:6]1.[OH-:12]>>[O:1]1[CH2:2][CH2:3][N:4]([CH2:7][CH:8]([CH2:9][NH2:11])[OH:10])[CH2:5][CH2:6]1. Reactants: FC1=C(C=CC(=C1)B1OC(C(O1)(C)C)(C)C)C=1N=CC(=NC1)N (5-(2-fluoro-4-(4,4,5,5-tetramethyl-1,3,2-dioxaborolan-2-yl)phenyl)-pyrazin-2-amine), BrC1=C(C=CC=C1)S(=O)(=O)N1CC(CCC1)O (racemic-1-((2-bromophenyl)sulfonyl)piperidin-3-ol). Product: NC=1N=CC(=NC1)C1=C(C=C(C=C1)C1=C(C=CC=C1)S(=O)(=O)N1CC(CCC1)O)F (racemic 1-{[4′-(5-Aminopyrazin-2-yl)-3′-fluorobiphenyl-2-yl]sulfonyl}piperidin-3-ol). RXN SMILES: [F:1][C:2]1[CH:7]=[C:6](B2OC(C)(C)C(C)(C)O2)[CH:5]=[CH:4][C:3]=1[C:17]1[N:18]=[CH:19][C:20]([NH2:23])=[N:21][CH:22]=1.Br[C:25]1[CH:30]=[CH:29][CH:28]=[CH:27][C:26]=1[S:31]([N:34]1[CH2:39][CH2:38][CH2:37][CH:36]([OH:40])[CH2:35]1)(=[O:33])=[O:32]>>[NH2:23][C:20]1[N:21]=[CH:22][C:17]([C:3]2[CH:4]=[CH:5][C:6]([C:25]3[CH:30]=[CH:29][CH:28]=[CH:27][C:26]=3[S:31]([N:34]3[CH2:39][CH2:38][CH2:37][CH:36]([OH:40])[CH2:35]3)(=[O:33])=[O:32])=[CH:7][C:2]=2[F:1])=[N:18][CH:19]=1. Reported procedure: The title compound was prepared in a manner similar to that described in Example 448 using 5-(2-fluoro-4-(4,4,5,5-tetramethyl-1,3,2-dioxaborolan-2-yl)phenyl)-pyrazin-2-amine and racemic-1-((2-bromophenyl)sulfonyl)piperidin-3-ol. MS (ESI): mass calcd. for C21H21FN4O3S, 428.13; m/z found, 429.1 [M+H]+. 1H NMR (400 MHz, CD3OD) δ 8.34 (s, 1H), 8.31 (d, J=1.4, 1H), 8.11-8.06 (m, 1H), 8.01-7.96 (m, 1H), 7.73-7.68 (m, 1H), 7.64-7.59 (m, 1H), 7.44-7.40 (m, 1H), 7.34-7.32 (m, 1H), 7.31-7.29 (m, 1H), 3.44... Starting materials: BrC1=CC=C(C=C1)/C(=C/CO)/I ((Z)-1-(4-bromophenyl)-1-iodopropene-3-ol), Cl.C(C)(C)(C)N(C)CC(=O)O (t-butyl sarcosine hydrochloride), C(=O)([O-])[O-].[K+].[K+] (K2CO3), C1=CC=C(C=C1)P(C2=CC=CC=C2)C3=CC=CC=C3 (PPh3), BrN1C(CCC1=O)=O (N-bromosuccinimide). Solvent: C(Cl)Cl (CH2Cl2). Run at time 8 hour. Yields the product EtOAc hexanes, BrC1=CC=C(C=C1)/C(=C/CN(C)CC(=O)O)/I ((Z)-N-(1-(4-bromophenyl)-1-iodoprop-1-en-3-yl)sarcosine). Isolated yield 20.0%. As a reaction SMILES: [Br:1][C:2]1[CH:7]=[CH:6][C:5](/[C:8](/[I:12])=[CH:9]/[CH2:10]O)=[CH:4][CH:3]=1.C1C=CC(P(C2C=CC=CC=2)C2C=CC=CC=2)=CC=1.BrN1C(=O)CCC1=O.Cl.[C:41]([N:45]([CH2:47][C:48]([OH:50])=[O:49])C)(C)(C)C.C([O-])([O-])=O.[K+].[K+]>C(Cl)Cl>[Br:1][C:2]1[CH:7]=[CH:6][C:5](/[C:8](/[I:12])=[CH:9]/[CH2:10][N:45]([CH2:47][C:48]([OH:50])=[O:49])[CH3:41])=[CH:4][CH:3]=1 |f:3.4,5.6.7|. Procedure: A solution of (Z)-1-(4-bromophenyl)-1-iodopropene-3-ol C (8.81 g, 26.0 mmol) in CH2Cl2 (220 mL) was chilled in a dry-ice/acetonitrile bath under argon. PPh3 (10.9 g, 41.6 mmol), and N-bromosuccinimide (NBS, 7.40 g, 41.6 mmol) were added. After 1 hour the reaction was quenched with saturated NaHCO3. The mixture was washed with saturated NaHCO3 and brine, dried (Na2SO4), filtered, and concentrated. The residue was immediately taken up into anhydrous acetonitrile (MeCN, 104 mL). t-butyl sarcosine h... Reactants: Cl.COC=1C=C2C=CC(=C(C2=CC1)OC1=CC=C(OCCN2CCCCC2)C=C1)C1=C(C=C(C=C1)SC)C (1-(2-{4-[6-methoxy-2-(2-methyl-4-methylsulfanyl-phenyl)-naphthalen-1-yloxy]-phenoxy}-ethyl)-piperidine hydrochloride), B(Br)(Br)Br (BBr3). Run in ClCCl (dichloromethane). Conditions: temperature 5 celsius. Product: CC1=C(C=CC(=C1)SC)C=1C(=C2C=CC(=CC2=CC1)O)OC1=CC=C(C=C1)OCCN1CCCCC1 (6-(2-Methyl-4-methylsulfanyl-phenyl)-5-[4-(2-piperidin-1-yl-ethoxy)-phenoxy]-naphthalen-2-ol). Yield: 99.9%. As a reaction SMILES: Cl.C[O:3][C:4]1[CH:5]=[C:6]2[C:11](=[CH:12][CH:13]=1)[C:10]([O:14][C:15]1[CH:29]=[CH:28][C:18]([O:19][CH2:20][CH2:21][N:22]3[CH2:27][CH2:26][CH2:25][CH2:24][CH2:23]3)=[CH:17][CH:16]=1)=[C:9]([C:30]1[CH:35]=[CH:34][C:33]([S:36][CH3:37])=[CH:32][C:31]=1[CH3:38])[CH:8]=[CH:7]2.B(Br)(Br)Br>ClCCl>[CH3:38][C:31]1[CH:32]=[C:33]([S:36][CH3:37])[CH:34]=[CH:35][C:30]=1[C:9]1[C:10]([O:14][C:15]2[CH:29]=[CH:28][C:18]([O:19][CH2:20][CH2:21][N:22]3[CH2:27][CH2:26][CH2:25][CH2:24][CH2:23]3)=[CH:17][CH:16]=2)=[C:11]2[C:6](=[CH:7][CH:8]=1)[CH:5]=[C:4]([OH:3])[CH:13]=[CH:12]2 |f:0.1|. Procedure details: Dissolve 1-(2-{4-[6-methoxy-2-(2-methyl-4-methylsulfanyl-phenyl)-naphthalen-1-yloxy]-phenoxy}-ethyl)-piperidine hydrochloride (331 mg, 0.603 mmol) in dichloromethane (15 mL) and cool to 5° C. Add BBr3 (285 μL, 3.02 mmol) to the light suspension over 5 minutes. Quench the reaction after 1 hour with saturated aqueous NaHCO3 (15 mL). Separate the layers and extract the aqueous layer with dichloromethane (2×10 mL). Pour the solution onto a SiO2 plug (20 g) and elute with methanol in dichloromethane ... Starting materials: O=C1Cc2ccccc2C(=O)O1, ClCCl, N#N, NCCCCN1CCN(c2ncccn2)CC1. Yields the product O=C1Cc2ccccc2C(=O)N1CCCCN1CCN(c2ncccn2)CC1. RXN SMILES: [C:1]1(=[O:12])[O:2][C:3](=[O:11])[CH2:4][c:5]2[c:6]1[cH:7][cH:8][cH:9][cH:10]2.[CH2:32]([Cl:33])[Cl:34].[N:30]#[N:31].[NH2:13][CH2:14][CH2:15][CH2:16][CH2:17][N:18]1[CH2:19][CH2:20][N:21]([c:24]2[n:25][cH:26][cH:27][cH:28][n:29]2)[CH2:22][CH2:23]1>>[C:1]1(=[O:12])[c:6]2[c:5]([cH:10][cH:9][cH:8][cH:7]2)[CH2:4][C:3](=[O:11])[N:13]1[CH2:14][CH2:15][CH2:16][CH2:17][N:18]1[CH2:19][CH2:20][N:21]([c:24]2[n:25][cH:26][cH:27][cH:28][n:29]2)[CH2:22][CH2:23]1.